From a dataset of the Open Reaction Database (ORD), a public repository of structured organic reaction records. describe an organic reaction: reactants, conditions, products, and yield The reactants are C(C)(C)(C)OC(=O)NC1CC12CCN(CC2)C2=C(C=C1C(C(=CN(C1=N2)C2=C(C=C(C=C2)F)F)C(=O)OCC)=O)F (7-(1-tert-Butoxycarbonylamino-6-azaspiro[2.5]oct-6-yl)-6-fluoro-1-(2,4-difluorophenyl)-1,4-dihydro-4-oxo-1,8-naphthyridine-3-carbOxylic acid, ethyl ester), Cl (hydrogen chloride). The solvent is C(C)(=O)OCC (ethyl acetate). The product is Cl.NC1CC12CCN(CC2)C2=C(C=C1C(C(=CN(C1=N2)C2=C(C=C(C=C2)F)F)C(=O)O)=O)F (7-(1-Amino-6-azaspiro[2.5]oct-6-yl)-6-fluoro-1-(2,4-difluorophenyl)-1,4-dihydro-4-oxo-1,8-naphthyridine-3-carboxylic acid, hydrochloride salt). Isolated yield 38.0%. As a reaction SMILES: C(OC([NH:8][CH:9]1[C:11]2([CH2:16][CH2:15][N:14]([C:17]3[N:26]=[C:25]4[C:20]([C:21](=[O:40])[C:22]([C:35]([O:37]CC)=[O:36])=[CH:23][N:24]4[C:27]4[CH:32]=[CH:31][C:30]([F:33])=[CH:29][C:28]=4[F:34])=[CH:19][C:18]=3[F:41])[CH2:13][CH2:12]2)[CH2:10]1)=O)(C)(C)C.[ClH:42]>C(OCC)(=O)C>[ClH:42].[NH2:8][CH:9]1[C:11]2([CH2:12][CH2:13][N:14]([C:17]3[N:26]=[C:25]4[C:20]([C:21](=[O:40])[C:22]([C:35]([OH:37])=[O:36])=[CH:23][N:24]4[C:27]4[CH:32]=[CH:31][C:30]([F:33])=[CH:29][C:28]=4[F:34])=[CH:19][C:18]=3[F:41])[CH2:15][CH2:16]2)[CH2:10]1 |f:3.4|. Procedure: A solution of the compound of step A (441 mg, 0.77 mmol) in ethyl acetate (9 ml) and 3N hydrogen chloride (9 ml) was heated to reflux overnight. solvents were removed in vacuo and the residue was recrystallized from methanolacetonitrile to give the title product as a yellow solid, mp 217° C. (decomap.), (133 mg, 0.29 mmol, 38% yield). Reactants: C(C)(=O)NCCN (N-acetylethylenediamine), O=C1C=2N=CN(C2N=CN1)CCC(=O)OCC (3-(1,6-dihydro-6-oxo-9H-purin-9-yl)propionic acid, ethyl ester), C(C)#N (acetonitrile). Run in CO (methanol). Reaction conditions: temperature 120 celsius. Product: O=C1C=2N=CN(C2N=CN1)CCC(=O)NCCNC(C)=O (3-(1,6-dihydro-6-oxo-9H-purin-9-yl)-N-[2-[(1-oxoethyl)amino]ethyl]propanamide). The yield is 76.5%. Reaction SMILES: [C:1]([NH:4][CH2:5][CH2:6][NH2:7])(=[O:3])[CH3:2].[O:8]=[C:9]1[NH:17][CH:16]=[N:15][C:14]2[N:13]([CH2:18][CH2:19][C:20]([O:22]CC)=O)[CH:12]=[N:11][C:10]1=2.C(#N)C>CO>[O:8]=[C:9]1[NH:17][CH:16]=[N:15][C:14]2[N:13]([CH2:18][CH2:19][C:20]([NH:7][CH2:6][CH2:5][NH:4][C:1](=[O:3])[CH3:2])=[O:22])[CH:12]=[N:11][C:10]1=2. Procedure: 0.516 g (5.05 mmol) of N-acetylethylenediamine was placed into a 10 ml round bottom flask. The flask was heated to 120° C. and 0.250 g (1.06 mmol) of 3-(1,6-dihydro-6-oxo-9H-purin-9-yl)propionic acid, ethyl ester (AIT-0027) was added to the stirring solution. The solution was heated at 120° C. for one hour. 8 ml of acetonitrile was added to the viscous oil and stirred. Approximately 1 ml of methanol was added and the solution was stirred vigorously for 30 minutes. The resulting white precipitate... The reactants are COc1ccc(-c2c(-c3ccccc3)oc3ncnc(OC4CCN(C(=O)OC(C)(C)C)C(CCC(=O)O)C4)c23)cc1, ClCCl, O=C(O)C(F)(F)F. Product: COc1ccc(-c2c(-c3ccccc3)oc3ncnc(OC4CCNC(CCC(=O)O)C4)c23)cc1. Reaction SMILES: [C:1]([O:2][C:3](=[O:4])[N:8]1[CH:9]([CH2:38][CH2:39][C:40](=[O:41])[OH:42])[CH2:10][CH:11]([O:14][c:15]2[c:16]3[c:17]([n:18][cH:19][n:20]2)[o:21][c:22](-[c:32]2[cH:33][cH:34][cH:35][cH:36][cH:37]2)[c:23]3-[c:24]2[cH:25][cH:26][c:27]([O:30][CH3:31])[cH:28][cH:29]2)[CH2:12][CH2:13]1)([CH3:5])([CH3:6])[CH3:7].[Cl:50][CH2:51][Cl:52].[OH:43][C:44]([C:45]([F:46])([F:47])[F:48])=[O:49]>>[NH:8]1[CH:9]([CH2:38][CH2:39][C:40](=[O:41])[OH:42])[CH2:10][CH:11]([O:14][c:15]2[c:16]3[c:17]([n:18][cH:19][n:20]2)[o:21][c:22](-[c:32]2[cH:33][cH:34][cH:35][cH:36][cH:37]2)[c:23]3-[c:24]2[cH:25][cH:26][c:27]([O:30][CH3:31])[cH:28][cH:29]2)[CH2:12][CH2:13]1. Starting materials: BrC1=CC(=NC=C1)NC(C)(CC(C)(C)C)C (4-bromo-N-(2,4,4-trimethylpentan-2-yl)pyridin-2-amine), [N-]=[N+]=[N-].[Na+] (sodium azide), CNCCNC (N,N′-dimethylethane-1,2-diamine). The reagents and catalysts are [Cu]I (CuI). Solvent: C(C)(=O)OCC (ethyl acetate), [Cl-].[NH4+] (ammonium chloride), CS(=O)C (dimethylsulfoxide). Run at temperature 90 celsius, time 1 hour. Product: CC(C)(CC(C)(C)C)NC1=NC=CC(=C1)N (N2-(2,4,4-trimethylpentan-2-yl)pyridine-2,4-diamine). Isolated yield 3.5%. As a reaction SMILES: Br[C:2]1[CH:7]=[CH:6][N:5]=[C:4]([NH:8][C:9]([CH3:16])([CH2:11][C:12]([CH3:15])([CH3:14])[CH3:13])[CH3:10])[CH:3]=1.[N-:17]=[N+]=[N-].[Na+].CNCCNC>CS(C)=O.C(OCC)(=O)C.[Cl-].[NH4+].[Cu]I>[CH3:10][C:9]([NH:8][C:4]1[CH:3]=[C:2]([NH2:17])[CH:7]=[CH:6][N:5]=1)([CH2:11][C:12]([CH3:15])([CH3:14])[CH3:13])[CH3:16] |f:1.2,6.7|. Procedure details: A mixture of 4-bromo-N-(2,4,4-trimethylpentan-2-yl)pyridin-2-amine (7.5 g, 260 mmol), sodium azide (5.07 g, 780 mmol), CuI (1.4 g, 7.8 mmol), N,N′-dimethylethane-1,2-diamine (1.3 g, 15 mmol) in dimethylsulfoxide (150 mL) was heated in a sealed reaction vessel at 90° C. for 16 hours. The reaction mixture was diluted with ethyl acetate (500 mL), saturated ammonium chloride (1000 mL) and stirred for 1 hour. The organic layer was separated and the aqueous layer was again extracted with ethyl acetate...